Dataset: the Open Reaction Database (ORD), a public repository of structured organic reaction records. Task: describe an organic reaction: reactants, conditions, products, and yield Reactants: Fc1cccc(Br)n1, CS(C)=O, CCOC(C)=O, Cl, NCC1CCOCC1. Yields the product Brc1cccc(NCC2CCOCC2)n1. As a reaction SMILES: [Br:1][c:2]1[n:3][c:4]([F:8])[cH:5][cH:6][cH:7]1.[CH3:18][S:19]([CH3:20])=[O:21].[CH3:22][CH2:23][O:24][C:25]([CH3:26])=[O:27].[ClH:9].[O:10]1[CH2:11][CH2:12][CH:13]([CH2:16][NH2:17])[CH2:14][CH2:15]1>>[Br:1][c:2]1[n:3][c:4]([NH:17][CH2:16][CH:13]2[CH2:12][CH2:11][O:10][CH2:15][CH2:14]2)[cH:5][cH:6][cH:7]1. Reactants: CC(C)C(=O)Cl, ClCCl, COC1CCC2C3CCC4CC(O)CCC4(C)C3CCC12C, c1ccncc1. The product is COC1CCC2C3CCC4CC(OC(=O)C(C)C)CCC4(C)C3CCC12C. Reaction SMILES: [C:23]([CH:24]([CH3:25])[CH3:26])(=[O:27])[Cl:28].[Cl:35][CH2:36][Cl:37].[OH:1][CH:2]1[CH2:3][CH:4]2[CH2:5][CH2:6][CH:7]3[CH:8]4[CH2:9][CH2:10][CH:11]([O:21][CH3:22])[C:12]4([CH3:13])[CH2:14][CH2:15][CH:16]3[C:17]2([CH3:20])[CH2:18][CH2:19]1.[cH:29]1[cH:30][cH:31][n:32][cH:33][cH:34]1>>[O:1]([CH:2]1[CH2:3][CH:4]2[CH2:5][CH2:6][CH:7]3[CH:8]4[CH2:9][CH2:10][CH:11]([O:21][CH3:22])[C:12]4([CH3:13])[CH2:14][CH2:15][CH:16]3[C:17]2([CH3:20])[CH2:18][CH2:19]1)[C:23]([CH:24]([CH3:25])[CH3:26])=[O:27].